From a dataset of the Open Reaction Database (ORD), a public repository of structured organic reaction records. describe an organic reaction: reactants, conditions, products, and yield Starting materials: C(CC(O)(C(=O)O)CC(=O)O)(=O)O (citric acid), [H-].[Na+] (Sodium hydride), ClC1=NC=C(C=N1)SC (2-chloro-5-methylsulfanyl-pyrimidine), OCCOC1=C(C(=NC(=N1)C1=NC=CC=N1)NS(=O)(=O)CC)OC1=C(C=CC=C1)OC (Ethanesulfonic acid [6-(2-hydroxy-ethoxy)-5-(2-methoxy-phenoxy)-[2,2′]bipyrimidinyl-4-yl]-amide). Solvent: C1CCOC1 (THF). Reaction conditions: temperature 75 celsius. Product: CSC=1C=NC(=NC1)OCCOC1=C(C(=NC(=N1)C1=NC=CC=N1)NS(=O)(=O)CC)OC1=C(C=CC=C1)OC (ethanesulfonic acid [6-[2-(5-methylsulfanyl-pyrimidin-2-yloxy)-ethoxy]-5-(2-methoxy-phenoxy)-[2,2′]bipyrimidinyl-4-yl]-amide). The yield is 51.0%. Reaction SMILES: [OH:1][CH2:2][CH2:3][O:4][C:5]1[N:10]=[C:9]([C:11]2[N:16]=[CH:15][CH:14]=[CH:13][N:12]=2)[N:8]=[C:7]([NH:17][S:18]([CH2:21][CH3:22])(=[O:20])=[O:19])[C:6]=1[O:23][C:24]1[CH:29]=[CH:28][CH:27]=[CH:26][C:25]=1[O:30][CH3:31].[H-].[Na+].Cl[C:35]1[N:40]=[CH:39][C:38]([S:41][CH3:42])=[CH:37][N:36]=1.C(O)(=O)CC(CC(O)=O)(C(O)=O)O>C1COCC1>[CH3:42][S:41][C:38]1[CH:37]=[N:36][C:35]([O:1][CH2:2][CH2:3][O:4][C:5]2[N:10]=[C:9]([C:11]3[N:16]=[CH:15][CH:14]=[CH:13][N:12]=3)[N:8]=[C:7]([NH:17][S:18]([CH2:21][CH3:22])(=[O:20])=[O:19])[C:6]=2[O:23][C:24]2[CH:29]=[CH:28][CH:27]=[CH:26][C:25]=2[O:30][CH3:31])=[N:40][CH:39]=1 |f:1.2|. Reported procedure: Ethanesulfonic acid [6-(2-hydroxy-ethoxy)-5-(2-methoxy-phenoxy)-[2,2′]bipyrimidinyl-4-yl]-amide (89 mg) was dissolved in THF (6 ml). Sodium hydride (40 mg) and 2-chloro-5-methylsulfanyl-pyrimidine (71 mg) were added and the mixture was heated to 75° C. for 48 h, then poured onto water, acidified with solid citric acid and the precipitate was filtered off. The crude material was purified by crystallization from methanol to give ethanesulfonic acid [6-[2-(5-methylsulfanyl-pyrimidin-2-yloxy)-ethoxy...